Dataset: the Open Reaction Database (ORD), a public repository of structured organic reaction records. Task: describe an organic reaction: reactants, conditions, products, and yield Reactants: C(C)(=O)C(C(=O)NCC=CC1=CC=CC=C1)=CC1=CC=C(C=C1)[N+](=O)[O-] (2-acetyl-3-(4-nitrophenyl)-N-(3-phenyl-2-propene-1-yl)acrylamide), N\C(=C/C(=O)OCCC#N)\C (2-cyanoethyl 3-aminocrotonate). Solvent: CC(C)O (2-propanol). Yields the product CC=1NC(=C(C(C1C(=O)OCCC#N)C1=CC=C(C=C1)[N+](=O)[O-])C(NCC=CC1=CC=CC=C1)=O)C (2-cyanoethyl 2,6-dimethyl-4-(4-nitrophenyl)-5-[(3-phenyl-2-propene-1-yl)carbamoyl]-1,4-dihydropyridine-3-carboxylate). As a reaction SMILES: [C:1]([C:4](=[CH:17][C:18]1[CH:23]=[CH:22][C:21]([N+:24]([O-:26])=[O:25])=[CH:20][CH:19]=1)[C:5]([NH:7][CH2:8][CH:9]=[CH:10][C:11]1[CH:16]=[CH:15][CH:14]=[CH:13][CH:12]=1)=[O:6])(=O)[CH3:2].[NH2:27]/[C:28](/[CH3:37])=[CH:29]\[C:30]([O:32][CH2:33][CH2:34][C:35]#[N:36])=[O:31]>CC(O)C>[CH3:37][C:28]1[NH:27][C:1]([CH3:2])=[C:4]([C:5](=[O:6])[NH:7][CH2:8][CH:9]=[CH:10][C:11]2[CH:16]=[CH:15][CH:14]=[CH:13][CH:12]=2)[CH:17]([C:18]2[CH:23]=[CH:22][C:21]([N+:24]([O-:26])=[O:25])=[CH:20][CH:19]=2)[C:29]=1[C:30]([O:32][CH2:33][CH2:34][C:35]#[N:36])=[O:31]. Reported procedure: 424 mg (1.21 mmol) of 2-acetyl-3-(4-nitrophenyl)-N-(3-phenyl-2-propene-1-yl)acrylamide and 187 mg (1.21 mmol) of 2-cyanoethyl 3-aminocrotonate were heated at 70° C. under stirring in 10 ml of 2-propanol for 2 days. 2-Propanol was evaporated under reduced pressure, and the residue was purified by the silica gel chromatography (dichloromethane/methanol=100/1) to obtain the title compound. The reactants are C(C1=CC=CC=C1)N1CC(OCC1)CN1CCN(CC1)CCO (4-Benzyl-2-[4-(2-hydroxyethyl)-1-piperazinyl]methylmorpholine). Reagents/catalysts: [OH-].[Pd+2].[OH-] (palladium hydroxide). Run in C(C)O (ethanol). Yields the product OCCN1CCN(CC1)CC1CNCCO1 (2-[4-(2-hydroxyethyl)-1-piperazinyl]methylmorpholine). Isolated yield 79.1%. Reaction SMILES: C([N:8]1[CH2:13][CH2:12][O:11][CH:10]([CH2:14][N:15]2[CH2:20][CH2:19][N:18]([CH2:21][CH2:22][OH:23])[CH2:17][CH2:16]2)[CH2:9]1)C1C=CC=CC=1>C(O)C.[OH-].[Pd+2].[OH-]>[OH:23][CH2:22][CH2:21][N:18]1[CH2:19][CH2:20][N:15]([CH2:14][CH:10]2[O:11][CH2:12][CH2:13][NH:8][CH2:9]2)[CH2:16][CH2:17]1 |f:2.3.4|. Procedure: 4-Benzyl-2-[4-(2-hydroxyethyl)-1-piperazinyl]methylmorpholine (16 g) is dissolved in ethanol (160 ml), and thereto is added palladium hydroxide (1.6 g). The mixture is subjected to de-benzylation at 50° C. under hydrogen atmosphere. Five hours later, the mixture is filtered through a cerite pad, and the filtrate is concentrated under reduced pressure. The resulting crystals are washed with diethyl ether-n-hexane to give 2-[4-(2-hydroxyethyl)-1-piperazinyl]methylmorpholine (9.09 g). The product is BrC=1C=NC=2CCN3C(C2C1)=CC=1C(=CC=CC13)F (2-bromo-11-fluoro-5,6-dihydroindolo[2,1-f][1,6]naphthyridine). Reported procedure: A solution of 2-(5-bromo-2-(2-chloroethyl)pyridin-3-yl)-4-fluoro-1H-indole (800 mg, 2.26 mmol) and cesium carbonate (1.47 g, 4.52 mmol) in 25 mL of DMF was heated at 80° C. for 1 hour. The mixture was concentrated in vacuo to remove DMF, and then the residue was suspended in water and EA. After extraction with EA, the combined organic phase was washed with brine, dried over sodium sulfate and concentrated to afford crude 2-bromo-11-fluoro-5,6-dihydroindolo[2,1-f][1,6]naphthyridine (600 mg, yield... Yield: 83.7%. Solvent: CN(C)C=O (DMF). RXN SMILES: [Br:1][C:2]1[CH:3]=[C:4]([C:11]2[NH:12][C:13]3[C:18]([CH:19]=2)=[C:17]([F:20])[CH:16]=[CH:15][CH:14]=3)[C:5]([CH2:8][CH2:9]Cl)=[N:6][CH:7]=1.C(=O)([O-])[O-].[Cs+].[Cs+]>CN(C=O)C>[Br:1][C:2]1[CH:7]=[N:6][C:5]2[CH2:8][CH2:9][N:12]3[C:13]4[CH:14]=[CH:15][CH:16]=[C:17]([F:20])[C:18]=4[CH:19]=[C:11]3[C:4]=2[CH:3]=1 |f:1.2.3|. The reactants are BrC=1C=C(C(=NC1)CCCl)C=1NC2=CC=CC(=C2C1)F (2-(5-bromo-2-(2-chloroethyl)pyridin-3-yl)-4-fluoro-1H-indole), C([O-])([O-])=O.[Cs+].[Cs+] (cesium carbonate). As a reaction SMILES: ClC1C=C(C=CC=1Cl)CN(C)C(=O)C=C1C(=O)OC(C)(C)O1.C=O.[NH2:25][CH2:26][CH2:27][NH:28][C:29](=[O:38])[CH2:30][CH2:31][N:32]1[CH2:37][CH2:36][O:35][CH2:34][CH2:33]1.[Cl:39][C:40]1[CH:41]=[C:42]([CH:65]=[CH:66][C:67]=1[Cl:68])[CH2:43][N:44]([CH3:64])[C:45]([C:47]1[CH2:51]N(CCC(NCCC(O)=O)=O)[C:49](=[O:62])[C:48]=1[OH:63])=[O:46]>>[Cl:39][C:40]1[CH:41]=[C:42]([CH:65]=[CH:66][C:67]=1[Cl:68])[CH2:43][N:44]([CH3:64])[C:45]([C:47]1[CH2:51][N:25]([CH2:26][CH2:27][NH:28][C:29](=[O:38])[CH2:30][CH2:31][N:32]2[CH2:33][CH2:34][O:35][CH2:36][CH2:37]2)[C:49](=[O:62])[C:48]=1[OH:63])=[O:46]. The reactants are ClC=1C=C(CN(C(C=C2OC(OC2=O)(C)C)=O)C)C=CC1Cl (N-(3,4-Dichloro-benzyl)-2-(2,2-dimethyl-5-oxo-[1,3]dioxolan-4-ylidene)-N-methyl-acetamide), ClC=1C=C(CN(C(C=C2OC(OC2=O)(C)C)=O)C)C=CC1Cl (N-(3,4-Dichloro-benzyl)-2-(2,2-dimethyl-5-oxo-[1,3]dioxolan-4-ylidene)-N-methyl-acetamide), C=O (paraformaldehyde), NCCNC(CCN1CCOCC1)=O (N-(2-amino-ethyl)-3-morpholin-4-yl-propionamide), ClC=1C=C(CN(C(=O)C2=C(C(N(C2)CCC(=O)NCCC(=O)O)=O)O)C)C=CC1Cl (3-(3-{4-[(3,4-Dichloro-benzyl)-methyl-carbamoyl]-3-hydroxy-2oxo-2,5-dihydro-pyrrol-1-yl}-propionylamino)-propionic acid). Product: ClC=1C=C(CN(C(=O)C=2CN(C(C2O)=O)CCNC(CCN2CCOCC2)=O)C)C=CC1Cl (4-Hydroxy-1-[2-(3-morpholin-4-yl-propionylamino)-ethyl]-5-oxo-2,5-dihydro-1H-pyrrole-3-carboxylic acid (3,4-dichloro-benzyl)-methyl-amide), solid. The yield is 5.0%. Reported procedure: N-(3,4-Dichloro-benzyl)-2-(2,2-dimethyl-5-oxo-[1,3]dioxolan-4-ylidene)-N-methyl-acetamide (Compound 37-A) was treated with paraformaldehyde and N-(2-amino-ethyl)-3-morpholin-4-yl-propionamide as described in the preparation of Compound 37. The desired product was isolated as a white solid (0.0134 g, 5% yield). 1H NMR (300 MHz, CDCl3) δ: 2.41 (m, 2H), 2.64 (bs, 2H), 2.72 (bs, 2H), 2.98 (m, 2H), 3.03 (s, 3H), 3.51 (t, J=5.6 Hz, 2H), 3.63 (t, J=5.2 Hz, 2H), 3.78 (m, 4H), 4.35 (s, 2H), 4.59 (s, 2H),... Starting materials: C1CCOC1, CCN=C=NCCCN(C)C, CSc1ccc(C(=CC2CCCC2)C(=O)O)nc1, CN(C)C=O, On1nnc2ccccc21, Nc1nccs1. The product is CSc1ccc(C(=CC2CCCC2)C(=O)Nc2nccs2)nc1. RXN SMILES: [CH2:46]1[O:47][CH2:48][CH2:49][CH2:50]1.[CH3:19][CH2:20][N:21]=[C:22]=[N:23][CH2:24][CH2:25][CH2:26][N:27]([CH3:28])[CH3:29].[CH:1]1([CH:6]=[C:7]([C:8](=[O:9])[OH:10])[c:11]2[n:12][cH:13][c:14]([S:17][CH3:18])[cH:15][cH:16]2)[CH2:2][CH2:3][CH2:4][CH2:5]1.[O:51]=[CH:52][N:53]([CH3:54])[CH3:55].[OH:30][n:31]1[c:32]2[c:33]([cH:34][cH:35][cH:36][cH:37]2)[n:38][n:39]1.[s:40]1[c:41]([NH2:45])[n:42][cH:43][cH:44]1>>[CH:1]1([CH:6]=[C:7]([C:8](=[O:10])[NH:45][c:41]2[s:40][cH:44][cH:43][n:42]2)[c:11]2[n:12][cH:13][c:14]([S:17][CH3:18])[cH:15][cH:16]2)[CH2:2][CH2:3][CH2:4][CH2:5]1. Starting materials: [H-].[Al+3].[Li+].[H-].[H-].[H-] (lithium aluminum hydride), O1C(CCCC1)OC1=CC=CC=2C(=COC21)CC(=O)OC (Methyl (7-tetrahydropyranyloxybenzofuran-3-yl)acetate), C(O)([O-])=O.[Na+] (sodium hydrogen carbonate). Solvent: C1CCOC1 (THF). Conditions: temperature 0 celsius, time 30 minute. Yields the product OCCC1=COC2=C1C=CC=C2OC2OCCCC2 (3-(2-hydroxyethyl)-7-tetrahydropyranyloxybenzofuran). Yield: 90.1%. As a reaction SMILES: [O:1]1[CH2:6][CH2:5][CH2:4][CH2:3][CH:2]1[O:7][C:8]1[C:16]2[O:15][CH:14]=[C:13]([CH2:17][C:18](OC)=[O:19])[C:12]=2[CH:11]=[CH:10][CH:9]=1.[H-].[Al+3].[Li+].[H-].[H-].[H-].C(=O)([O-])O.[Na+]>C1COCC1>[OH:19][CH2:18][CH2:17][C:13]1[C:12]2[CH:11]=[CH:10][CH:9]=[C:8]([O:7][CH:2]3[CH2:3][CH2:4][CH2:5][CH2:6][O:1]3)[C:16]=2[O:15][CH:14]=1 |f:1.2.3.4.5.6,7.8|. Procedure: Methyl (7-tetrahydropyranyloxybenzofuran-3-yl)acetate (355 mg) was dissolved in THF (4 ml) and the solution was cooled to 0° C. To this solution, lithium aluminum hydride (47 mg) was added and the solution was stirred at room temperature for 30 minutes. Saturated aqueous sodium hydrogen carbonate was added to the reaction solution and the solution was filtered through Celite. The filtrate was poured into water layer (30 ml) and the resultant was extracted twice with ethyl acetate (20 ml). The or... Reactants: Nc1cccc(Br)c1, CCOC(C)=O, CCOCC, Cl. Product: O=C=Nc1cccc(Br)c1. RXN SMILES: [Br:1][c:2]1[cH:3][c:4]([NH2:5])[cH:6][cH:7][cH:8]1.[CH3:10][CH2:11][O:12][C:13](=[O:14])[CH3:15].[CH3:16][CH2:17][O:18][CH2:19][CH3:20].[ClH:9]>>[Br:1][c:2]1[cH:3][c:4]([N:5]=[C:11]=[O:12])[cH:6][cH:7][cH:8]1. Reactants: ClC1=NN2C(C(=CC=C2)C2=CC=C(C=C2)F)=N1 (2-chloro-8-(4-fluoro-phenyl)-[1,2,4]-triazolo[1,5-a]pyridine), CN1CCN(CC1)C=1C=C(N)C=CC1 (3-(4-methylpiperazin-1-yl)aniline), 311b. The product is FC1=CC=C(C=C1)C=1C=2N(C=CC1)N=C(N2)NC2=CC(=CC=C2)N2CCN(CC2)C ([8-(4-Fluoro-phenyl)-[1,2,4]-triazolo[1,5-a]pyridin-2-yl]-[3-(4-methyl-piperazin-1-yl)-phenyl]-amine), product. Yield: 52.0%. Reaction SMILES: Cl[C:2]1[N:17]=[C:5]2[C:6]([C:10]3[CH:15]=[CH:14][C:13]([F:16])=[CH:12][CH:11]=3)=[CH:7][CH:8]=[CH:9][N:4]2[N:3]=1.[CH3:18][N:19]1[CH2:24][CH2:23][N:22]([C:25]2[CH:26]=[C:27]([CH:29]=[CH:30][CH:31]=2)[NH2:28])[CH2:21][CH2:20]1>>[F:16][C:13]1[CH:14]=[CH:15][C:10]([C:6]2[C:5]3[N:4]([N:3]=[C:2]([NH:28][C:27]4[CH:29]=[CH:30][CH:31]=[C:25]([N:22]5[CH2:21][CH2:20][N:19]([CH3:18])[CH2:24][CH2:23]5)[CH:26]=4)[N:17]=3)[CH:9]=[CH:8][CH:7]=2)=[CH:11][CH:12]=1. Reported procedure: [8-(4-Fluoro-phenyl)-[1,2,4]-triazolo[1,5-a]pyridin-2-yl]-[3-(4-methyl-piperazin-1-yl)-phenyl]-amine was prepared from 2-chloro-8-(4-fluoro-phenyl)-[1,2,4]-triazolo[1,5-a]pyridine (0.185 g, 0.747 mmol) and 3-(4-methylpiperazin-1-yl)aniline (0.171 g, 0.896 mmol) in a manner analogous to Example 311a and 311b with purification method from 313 to give product (0.155 g, 52%): MP=194-196° C. 1H NMR (400 MHz, (D3C)2SO, δ, ppm): 9.56 (s, 1H), 8.78 (d, 1H), 8.20 (m, 2H), 7.85 (d, 1H), 7.50 (s, 1H), 7.35... The reactants are O=C([O-])O, CC(=O)O, O=CC1CC1, O=C1NCCn2c1cc1cc(OC3CCNCC3)ccc12, [Na+], C1CCOC1, O. Yields the product O=C1NCCn2c1cc1cc(OC3CCN(CC4CC4)CC3)ccc12. RXN SMILES: [C:31](=[O:32])([OH:33])[O-:34].[CH3:27][C:28](=[O:29])[OH:30].[CH:22]1([CH:25]=[O:26])[CH2:23][CH2:24]1.[NH:1]1[CH2:2][CH2:3][CH:4]([O:7][c:8]2[cH:9][c:10]3[cH:11][c:12]4[n:13]([c:14]3[cH:15][cH:16]2)[CH2:17][CH2:18][NH:19][C:20]4=[O:21])[CH2:5][CH2:6]1.[Na+:35].[O:36]1[CH2:37][CH2:38][CH2:39][CH2:40]1.[OH2:41]>>[N:1]1([CH2:25][CH:22]2[CH2:23][CH2:24]2)[CH2:2][CH2:3][CH:4]([O:7][c:8]2[cH:9][c:10]3[cH:11][c:12]4[n:13]([c:14]3[cH:15][cH:16]2)[CH2:17][CH2:18][NH:19][C:20]4=[O:21])[CH2:5][CH2:6]1. Starting materials: CC=1C=C(N)C=CC1[N+](=O)[O-] (3-methyl-4-nitroaniline), C(C)(C)(C)C1=CC(=NO1)NC(OC1=CC=CC=C1)=O (phenyl 5-tert-butylisoxazol-3-ylcarbamate), CCN(C(C)C)C(C)C (DIEA). The reagents and catalysts are CN(C)C=1C=CN=CC1 (DMAP). Run in C1CCOC1 (THF). The product is C(C)(C)(C)C1=CC(=NO1)NC(=O)NC1=CC(=C(C=C1)[N+](=O)[O-])C (1-(5-tert-butylisoxazol-3-yl)-3-(3-methyl-4-nitrophenyl)urea). Yield: 164.9%. Reaction SMILES: [CH3:1][C:2]1[CH:3]=[C:4]([CH:6]=[CH:7][C:8]=1[N+:9]([O-:11])=[O:10])[NH2:5].[C:12]([C:16]1[O:20][N:19]=[C:18]([NH:21][C:22](=O)[O:23]C2C=CC=CC=2)[CH:17]=1)([CH3:15])([CH3:14])[CH3:13].CCN(C(C)C)C(C)C>C1COCC1.CN(C1C=CN=CC=1)C>[C:12]([C:16]1[O:20][N:19]=[C:18]([NH:21][C:22]([NH:5][C:4]2[CH:6]=[CH:7][C:8]([N+:9]([O-:11])=[O:10])=[C:2]([CH3:1])[CH:3]=2)=[O:23])[CH:17]=1)([CH3:15])([CH3:13])[CH3:14]. Reported procedure: To a stirred solution of 3-methyl-4-nitroaniline (566 mg, 3.7 mmol) in THF (10 mL) was added phenyl 5-tert-butylisoxazol-3-ylcarbamate (1.0 g, 3.7 mmol), DIEA (972 mL, 5.6 mmol), and DMAP (50 mg, 0.41 mmol). The resulting mixture was refluxed for 60 h. The reaction mixture was then cooled to rt, partitioned between EtOAc (50 mL) and 3N HCl (15 mL). The organic layer was washed with sat. NaHCO3 (15 mL), brine (20 mL), dried over MgSO4, filtered, and concentrated under reduced pressure to afford c...